This data is from the Open Reaction Database (ORD), a public repository of structured organic reaction records. The task is: describe an organic reaction: reactants, conditions, products, and yield The reactants are BrC=1SC=CN1 (2-bromothiazole), 1.6-M n-butyllithium n-hexane, ClC1=CC=C(C=O)C=C1 (4-chlorobenzaldehyde), 1-N, Cl (hydrochloric acid). The solvent is C(C)OCC (diethyl ether), C(C)OCC (diethyl ether), C(C)OCC (diethyl ether). Conditions: temperature -30 celsius, time 1.1 hour. The product is ClC1=CC=C(C=C1)C(O)C=1SC=CN1 ((±)-(4-Chlorophenyl)(thiazol-2-yl)methanol). The yield is 64.3%. Reaction SMILES: Br[C:2]1[S:3][CH:4]=[CH:5][N:6]=1.[Cl:7][C:8]1[CH:15]=[CH:14][C:11]([CH:12]=[O:13])=[CH:10][CH:9]=1.Cl>C(OCC)C>[Cl:7][C:8]1[CH:15]=[CH:14][C:11]([CH:12]([C:2]2[S:3][CH:4]=[CH:5][N:6]=2)[OH:13])=[CH:10][CH:9]=1. Procedure details: A solution of 5.003 g of 2-bromothiazole in 20 mL of diethyl ether was added dropwise to 23 mL of a 1.6-M n-butyllithium/n-hexane solution in 20 mL of diethyl ether under cooling at −30° C. After the mixture was stirred for 1.1 hours, a solution of 5.538 g of 4-chlorobenzaldehyde in 20 mL of diethyl ether was added dropwise thereto. It took 1.2 hours to bring back to a room temperature, and then the reaction solution was poured into a mixture of 72 mL of 1-N hydrochloric acid and ice. The insolu... Starting materials: CO, CCc1sc(C(=O)NC(Cc2ccccc2C(F)(F)F)CN2C(=O)c3ccccc3C2=O)cc1-c1c(Cl)cnn1C, NN, C1CCOC1. As a reaction SMILES: [CH3:49][OH:50].[Cl:1][c:2]1[cH:3][n:4][n:5]([CH3:41])[c:6]1-[c:7]1[cH:8][c:9]([C:14](=[O:15])[NH:16][CH:17]([CH2:18][N:19]2[C:20](=[O:21])[c:22]3[c:23]([cH:24][cH:25][cH:26][cH:27]3)[C:28]2=[O:29])[CH2:30][c:31]2[c:32]([C:37]([F:38])([F:39])[F:40])[cH:33][cH:34][cH:35][cH:36]2)[s:10][c:11]1[CH2:12][CH3:13].[NH2:42][NH2:43].[O:44]1[CH2:45][CH2:46][CH2:47][CH2:48]1>>[Cl:1][c:2]1[cH:3][n:4][n:5]([CH3:41])[c:6]1-[c:7]1[cH:8][c:9]([C:14](=[O:15])[NH:16][CH:17]([CH2:18][NH2:19])[CH2:30][c:31]2[c:32]([C:37]([F:38])([F:39])[F:40])[cH:33][cH:34][cH:35][cH:36]2)[s:10][c:11]1[CH2:12][CH3:13]. The product is CCc1sc(C(=O)NC(CN)Cc2ccccc2C(F)(F)F)cc1-c1c(Cl)cnn1C. Reactants: CN1N=CC(=C1)C=1C=C(CCOCCC(=O)O)C=CC1 (3-(3-(1-methyl-1H-pyrazol-4-yl)phenethoxy)propanoic acid), COC(CNC1CCCCCC1)OC (N-(2,2-dimethoxyethyl)cycloheptanamine), C(C)(=O)OCC (ethyl acetate). The solvent is CCCC(C)C (isohexane). The product is C1(CCCCCC1)N(C(CCOCCC1=CC(=CC=C1)C=1C=NN(C1)C)=O)CC(OC)OC (N-Cycloheptyl-N-(2,2-dimethoxyethyl)-3-(3-(1-methyl-1H-pyrazol-4-yl)phenethoxy)propanamide). Reaction SMILES: [CH3:1][N:2]1[CH:6]=[C:5]([C:7]2[CH:8]=[C:9]([CH:18]=[CH:19][CH:20]=2)[CH2:10][CH2:11][O:12][CH2:13][CH2:14][C:15]([OH:17])=O)[CH:4]=[N:3]1.[CH3:21][O:22][CH:23]([O:33][CH3:34])[CH2:24][NH:25][CH:26]1[CH2:32][CH2:31][CH2:30][CH2:29][CH2:28][CH2:27]1.C(OCC)(=O)C>CCCC(C)C>[CH:26]1([N:25]([CH2:24][CH:23]([O:33][CH3:34])[O:22][CH3:21])[C:15](=[O:17])[CH2:14][CH2:13][O:12][CH2:11][CH2:10][C:9]2[CH:18]=[CH:19][CH:20]=[C:7]([C:5]3[CH:4]=[N:3][N:2]([CH3:1])[CH:6]=3)[CH:8]=2)[CH2:32][CH2:31][CH2:30][CH2:29][CH2:28][CH2:27]1. Procedure details: The subtitled compound (1.2 g) was prepared from 3-(3-(1-methyl-1H-pyrazol-4-yl)phenethoxy)propanoic acid [Example 2a, Step i)] and N-(2,2-dimethoxyethyl)cycloheptanamine [Preparation 6], using a similar method to that described in Preparation 3 Step iii) and the elution gradient used was 50-80% ethyl acetate in isohexane. 1H NMR (400 MHz, DMSO-d6) δ 8.10 and 8.09 (2×s, 1H), 7.82 (s, 1H), 7.44-7.40 (m, 1H), 7.37 (d, J=7.7 Hz, 1H), 7.26-7.21 (m, 1H), 7.06-7.02 (m, 1H), 4.51 and 4.39 (2×t, J=5.0 H... The reactants are CCCC[Sn](Cl)(CCCC)CCCC, C1CCOC1, CC(C)[Mg+], [Cl-], Ic1cc(-c2cccs2)ccn1. Yields the product CCCC[Sn](CCCC)(CCCC)c1cc(-c2cccs2)ccn1. As a reaction SMILES: [CH2:18]([CH2:19][CH2:20][CH3:21])[Sn:22]([Cl:23])([CH2:24][CH2:25][CH2:26][CH3:27])[CH2:28][CH2:29][CH2:30][CH3:31].[CH2:32]1[O:33][CH2:34][CH2:35][CH2:36]1.[CH:14]([Mg+:15])([CH3:16])[CH3:17].[Cl-:13].[I:1][c:2]1[n:3][cH:4][cH:5][c:6](-[c:8]2[s:9][cH:10][cH:11][cH:12]2)[cH:7]1>>[c:2]1([Sn:22]([CH2:18][CH2:19][CH2:20][CH3:21])([CH2:24][CH2:25][CH2:26][CH3:27])[CH2:28][CH2:29][CH2:30][CH3:31])[n:3][cH:4][cH:5][c:6](-[c:8]2[s:9][cH:10][cH:11][cH:12]2)[cH:7]1. The reactants are [Sn] (tin(0)), Cl (hydrochloric acid), C(C)N1N=C(C(=C1)C1=C2C(=NC=C1F)NC=C2)C2=CC=C(C=C2)[N+](=O)[O-] (4-[1-ethyl-3-(4-nitrophenyl)-1H-pyrazol-4-yl]-5-fluoro-1H-pyrrolo[2,3-b]pyridine). Solvent: C(C)O (ethanol). Reaction conditions: temperature 70 celsius. The product is C(C)N1N=C(C(=C1)C1=C2C(=NC=C1F)NC=C2)C2=CC=C(N)C=C2 (4-[1-ethyl-4-(5-fluoro-1H-pyrrolo[2,3-b]pyridin-4-yl)-1H-pyrazol-3-yl]aniline). As a reaction SMILES: [CH2:1]([N:3]1[CH:7]=[C:6]([C:8]2[C:13]([F:14])=[CH:12][N:11]=[C:10]3[NH:15][CH:16]=[CH:17][C:9]=23)[C:5]([C:18]2[CH:23]=[CH:22][C:21]([N+:24]([O-])=O)=[CH:20][CH:19]=2)=[N:4]1)[CH3:2].[Sn].Cl>C(O)C>[CH2:1]([N:3]1[CH:7]=[C:6]([C:8]2[C:13]([F:14])=[CH:12][N:11]=[C:10]3[NH:15][CH:16]=[CH:17][C:9]=23)[C:5]([C:18]2[CH:23]=[CH:22][C:21]([NH2:24])=[CH:20][CH:19]=2)=[N:4]1)[CH3:2] |^3:26|. Procedure details: To a suspension of 4-[1-ethyl-3-(4-nitrophenyl)-1H-pyrazol-4-yl]-5-fluoro-1H-pyrrolo[2,3-b]pyridine (0.655 mmol) in ethanol (3.5 mL) was added tin(0) powder (3.28 mmol) and 6N aqueous hydrochloric acid (3.5 mL) and the mixture was heated to 70° C. for 1 h. The reaction mixture was allowed to cool to room temperature, filtered through a pad of celite. The filtrate was diluted with ethyl acetate (10 mL) and washed with 1N sodium hydroxide (5 mL). The aqueous layer was extracted with ethyl acetate ... The reactants are Cc1ccccc1, O=C(O)c1ccc(OC(F)F)c(OC2CCCC2)c1, O=S(Cl)Cl. The product is O=C(Cl)c1ccc(OC(F)F)c(OC2CCCC2)c1. RXN SMILES: [CH3:24][c:25]1[cH:26][cH:27][cH:28][cH:29][cH:30]1.[CH:1]1([O:6][c:7]2[cH:8][c:9]([C:10](=[O:11])[OH:12])[cH:13][cH:14][c:15]2[O:16][CH:17]([F:18])[F:19])[CH2:2][CH2:3][CH2:4][CH2:5]1.[S:20]([Cl:21])([Cl:22])=[O:23]>>[CH:1]1([O:6][c:7]2[cH:8][c:9]([C:10](=[O:11])[Cl:22])[cH:13][cH:14][c:15]2[O:16][CH:17]([F:18])[F:19])[CH2:2][CH2:3][CH2:4][CH2:5]1. Starting materials: ClC=1C=C(C=CC1)NC1=NC=2C(C3=CN=CC=C13)=CC=CC2C(=O)NN (5-(3-chlorophenylamino)benzo[c][2,6]naphthyridine-7-carbohydrazide), C(C)OC(OCC)OCC (triethylorthoformate). The product is ClC=1C=C(C=CC1)NC1=NC2=C(C3=CN=CC=C13)C=CC=C2C=2OC=NN2 (N-(3-chlorophenyl)-7-(1,3,4-oxadiazol-2-yl)benzo[c][2,6]naphthyridin-5-amine). RXN SMILES: [Cl:1][C:2]1[CH:3]=[C:4]([NH:8][C:9]2[C:18]3[C:13](=[CH:14][N:15]=[CH:16][CH:17]=3)[C:12]3=[CH:19][CH:20]=[CH:21][C:22]([C:23]([NH:25][NH2:26])=[O:24])=[C:11]3[N:10]=2)[CH:5]=[CH:6][CH:7]=1.[CH2:27](OC(OCC)OCC)C>>[Cl:1][C:2]1[CH:3]=[C:4]([NH:8][C:9]2[C:18]3[C:13](=[CH:14][N:15]=[CH:16][CH:17]=3)[C:12]3[CH:19]=[CH:20][CH:21]=[C:22]([C:23]4[O:24][CH:27]=[N:26][N:25]=4)[C:11]=3[N:10]=2)[CH:5]=[CH:6][CH:7]=1. Reported procedure: 5-(3-chlorophenylamino)benzo[c][2,6]naphthyridine-7-carbohydrazide (24 mg) was stirred in triethylorthoformate (1 ml) at 120° C. for 4 hours. The solid was filtered and triturated in CH2Cl2/MeOH. Impurities (mainly starting material) were removed by filtration and the filtrate containing the expecting compound was concentrated. The material was purified by preparative TLC on silica gel (5% methanol in CH2Cl2) to afford N-(3-chlorophenyl)-7-(1,3,4-oxadiazol-2-yl)benzo[c][2,6]naphthyridin-5-amine ... The reactants are COCCOC1(C(=O)Nc2cccc(OC(=O)N(C)C)c2)CCNCC1, CCN(C(C)C)C(C)C, CC(C)O, Cc1c[nH]c2ncnc(Cl)c12. Product: COCCOC1(C(=O)Nc2cccc(OC(=O)N(C)C)c2)CCN(c2ncnc3[nH]cc(C)c23)CC1. As a reaction SMILES: [CH3:1][N:2]([C:3]([O:4][c:5]1[cH:6][c:7]([NH:11][C:12](=[O:13])[C:14]2([O:20][CH2:21][CH2:22][O:23][CH3:24])[CH2:15][CH2:16][NH:17][CH2:18][CH2:19]2)[cH:8][cH:9][cH:10]1)=[O:25])[CH3:26].[CH:27]([N:28]([CH2:29][CH3:30])[CH:31]([CH3:32])[CH3:33])([CH3:34])[CH3:35].[CH:47]([OH:48])([CH3:49])[CH3:50].[Cl:36][c:37]1[c:38]2[c:39]([n:40][cH:41][n:42]1)[nH:43][cH:44][c:45]2[CH3:46]>>[CH3:1][N:2]([C:3]([O:4][c:5]1[cH:6][c:7]([NH:11][C:12](=[O:13])[C:14]2([O:20][CH2:21][CH2:22][O:23][CH3:24])[CH2:15][CH2:16][N:17]([c:37]3[c:38]4[c:39]([n:40][cH:41][n:42]3)[nH:43][cH:44][c:45]4[CH3:46])[CH2:18][CH2:19]2)[cH:8][cH:9][cH:10]1)=[O:25])[CH3:26].